Dataset: the Open Reaction Database (ORD), a public repository of structured organic reaction records. Task: describe an organic reaction: reactants, conditions, products, and yield Reactants: NC1=NC=CC=C1OCC1=CC=CC=C1 (2-amino-3-benzyloxypyridine), C1(CCCCC1)[N+]#[C-] (cyclohexyl isocyanide), Cl(=O)(=O)(=O)O (perchloric acid), C(C)(=O)Cl (acetyl chloride). Run in C(Cl)Cl (DCM). Product: C(C1=CC=CC=C1)OC=1C=2N(C=CC1)C(=C(N2)C2CCCCC2)N(C(C)=O)C2CCCCC2 (N-(8-benzyloxy-2-cyclohexylimidazo[1,2-a]pyridin-3-yl)-N-cyclohexyl-acetamide). As a reaction SMILES: [NH2:1][C:2]1[C:7]([O:8][CH2:9][C:10]2[CH:15]=[CH:14][CH:13]=[CH:12][CH:11]=2)=[CH:6][CH:5]=[CH:4][N:3]=1.[CH:16]1([N+:22]#[C-:23])[CH2:21][CH2:20][CH2:19][CH2:18][CH2:17]1.Cl(O)(=O)(=O)=O.[C:29](Cl)(=[O:31])[CH3:30]>C(Cl)Cl>[CH2:9]([O:8][C:7]1[C:2]2[N:3]([C:23]([N:22]([CH:16]3[CH2:21][CH2:20][CH2:19][CH2:18][CH2:17]3)[C:29](=[O:31])[CH3:30])=[C:9]([CH:10]3[CH2:15][CH2:14][CH2:13][CH2:12][CH2:11]3)[N:1]=2)[CH:4]=[CH:5][CH:6]=1)[C:10]1[CH:11]=[CH:12][CH:13]=[CH:14][CH:15]=1. Procedure details: Compound (35) was prepared from 1.0 ml of 2-amino-3-benzyloxypyridine solution (0.1 M, DCM), 0.575 ml of cyclohexyl isocyanide solution (0.2 M, DCM), 0.500 ml of cyclohexylcarbaldehyde solution (0.3 M, DCM), and 10 μl of perchloric acid (w=20%), and reaction with acetyl chloride. Excess acetyl chloride was removed under reduced pressure. The reactants are COc1ccc(CCC2(C3CCCC3)CC(=O)C(=[N+]=[N-])C(=O)O2)c(OC)c1, Oc1ccccc1, c1ccccc1. Yields the product COc1ccc(CCC2(C3CCCC3)CC(=O)C(Oc3ccccc3)C(=O)O2)c(OC)c1. Reaction SMILES: [CH:1]1([C:6]2([CH2:16][CH2:17][c:18]3[c:19]([O:26][CH3:27])[cH:20][c:21]([O:24][CH3:25])[cH:22][cH:23]3)[CH2:7][C:8](=[O:15])[C:9](=[N+:13]=[N-:14])[C:10](=[O:12])[O:11]2)[CH2:2][CH2:3][CH2:4][CH2:5]1.[OH:28][c:29]1[cH:30][cH:31][cH:32][cH:33][cH:34]1.[cH:35]1[cH:36][cH:37][cH:38][cH:39][cH:40]1>>[CH:1]1([C:6]2([CH2:16][CH2:17][c:18]3[c:19]([O:26][CH3:27])[cH:20][c:21]([O:24][CH3:25])[cH:22][cH:23]3)[CH2:7][C:8](=[O:15])[CH:9]([O:28][c:29]3[cH:30][cH:31][cH:32][cH:33][cH:34]3)[C:10](=[O:12])[O:11]2)[CH2:2][CH2:3][CH2:4][CH2:5]1. The reactants are B(=O)[O-].[Na+] (sodium boranate), ClC(C(C(C(N1N=CN=C1)OC1=C(C=C(C=C1)Cl)Cl)=O)(C)C)Cl (4,4-dichloro-1-(2,4-dichlorophenoxy)-3,3-dimethyl-1-(1,2,4-triazol-1-yl)-butan-2-one), C(C)(=O)O (acetic acid). The solvent is CO (methanol). Conditions: temperature 50 celsius, time 2 hour. Product: ClC(C(C(C(N1N=CN=C1)OC1=C(C=C(C=C1)Cl)Cl)O)(C)C)Cl (4,4-dichloro-1-(2,4-dichlorophenoxy)-3,3-dimethyl-1-(1,2,4-triazol-1-yl)-butan-2-ol). Yield: 75.2%. As a reaction SMILES: B([O-])=O.[Na+].[Cl:5][CH:6]([Cl:27])[C:7]([CH3:26])([CH3:25])[C:8](=[O:24])[CH:9]([O:15][C:16]1[CH:21]=[CH:20][C:19]([Cl:22])=[CH:18][C:17]=1[Cl:23])[N:10]1[CH:14]=[N:13][CH:12]=[N:11]1.C(O)(=O)C>CO>[Cl:27][CH:6]([Cl:5])[C:7]([CH3:25])([CH3:26])[CH:8]([OH:24])[CH:9]([O:15][C:16]1[CH:21]=[CH:20][C:19]([Cl:22])=[CH:18][C:17]=1[Cl:23])[N:10]1[CH:14]=[N:13][CH:12]=[N:11]1 |f:0.1|. Procedure details: 1.5 g (0.04 mole) of sodium boranate are added in portions to a solution of 8 g (0.02 mole) of 4,4-dichloro-1-(2,4-dichlorophenoxy)-3,3-dimethyl-1-(1,2,4-triazol-1-yl)-butan-2-one in 80 ml of methanol at 20°-30° C., while stirring. After two hours, the mixture is brought to pH 6 by addition of acetic acid. The solution is evaporated under reduced pressure, the residue is taken up in 200 ml of methylene chloride and the mixture is washed three times with 400 ml of water each time and dried over s...